Dataset: the Open Reaction Database (ORD), a public repository of structured organic reaction records. Task: describe an organic reaction: reactants, conditions, products, and yield Reactants: ClC1=NC2=CC(=CN=C2C=C1)I (2-chloro-7-iodo-1,5-naphthyridine), N1(CCNCC1)C(=O)OC(C)(C)C (tert-butyl piperazine-1-carboxylate), C([O-])([O-])=O.[Cs+].[Cs+] (cesium carbonate), tris(benzylideneacetone)dipalladium, CC1(C2=C(C(=CC=C2)P(C3=CC=CC=C3)C4=CC=CC=C4)OC5=C(C=CC=C51)P(C6=CC=CC=C6)C7=CC=CC=C7)C (Xantphos). Solvent: O (water), O1CCOCC1 (1,4-dioxane). Yields the product ClC=1N=C2C=C(C=NC2=CC1)N1CCN(CC1)C(=O)OC(C)(C)C (tert-butyl 4-(6-chloro-1,5-naphthyridin-3-yl)piperazine-1-carboxylate). Isolated yield 29.7%. Reaction SMILES: [Cl:1][C:2]1[CH:11]=[CH:10][C:9]2[C:4](=[CH:5][C:6](I)=[CH:7][N:8]=2)[N:3]=1.[N:13]1([C:19]([O:21][C:22]([CH3:25])([CH3:24])[CH3:23])=[O:20])[CH2:18][CH2:17][NH:16][CH2:15][CH2:14]1.C(=O)([O-])[O-].[Cs+].[Cs+].CC1(C)C2C(=C(P(C3C=CC=CC=3)C3C=CC=CC=3)C=CC=2)OC2C(P(C3C=CC=CC=3)C3C=CC=CC=3)=CC=CC1=2>O1CCOCC1.O>[Cl:1][C:2]1[N:3]=[C:4]2[C:9](=[CH:10][CH:11]=1)[N:8]=[CH:7][C:6]([N:16]1[CH2:15][CH2:14][N:13]([C:19]([O:21][C:22]([CH3:25])([CH3:24])[CH3:23])=[O:20])[CH2:18][CH2:17]1)=[CH:5]2 |f:2.3.4|. Procedure details: To a solution of 2-chloro-7-iodo-1,5-naphthyridine (D-17) (586 mg, 2.02 mmol, 1.0 eq) in 1,4-dioxane (20 mL), tert-butyl piperazine-1-carboxylate (372 mg, 2.00 mmol, 1.0 eq), cesium carbonate (922 mg, 2.83 mmol, 1.4 eq), tris(benzylideneacetone)dipalladium (37 mg, 0.04 mmol, 0.02 eq) and Xantphos (35 mg, 0.06 mmol, 0.03 eq) were added. The mixture was stirred at reflux for 16 h under an argon atmosphere. After the reaction mixture was cooled to RT, it was diluted with water (50 mL) and extracted... Starting materials: C(=O)(O)C1=CC=C(C=O)C=C1 (p-carboxybenzaldehyde), CC(=O)C (acetone), 10, [OH-].[Na+] (sodium hydroxide), C(C)(=O)O (acetic acid). The solvent is C(C)O (ethanol). The product is C(=O)(O)C1=CC=C(C=C1)C=CC(C=C)=O (p-carboxyphenyl-1,4-pentadien-3-one), desired intermediate. Reaction SMILES: [C:1]([C:4]1[CH:11]=[CH:10][C:7]([CH:8]=O)=[CH:6][CH:5]=1)([OH:3])=[O:2].[CH3:12][C:13]([CH3:15])=[O:14].[OH-].[Na+].[C:18](O)(=O)C>C(O)C>[C:1]([C:4]1[CH:11]=[CH:10][C:7]([CH:8]=[CH:12][C:13](=[O:14])[CH:15]=[CH2:18])=[CH:6][CH:5]=1)([OH:3])=[O:2] |f:2.3|. Procedure details: The starting material, 1,5-bis(p-carboxyphenyl-1,4-pentadien-3-one is prepared by the reaction of two moles of p-carboxybenzaldehyde and one mole of acetone in ethanol solution in the presence of 3 mols of 10 normal sodium hydroxide. Acidification with acetic acid gives the desired intermediate melting at 370°-375° C. with decomposition.